This data is from the Open Reaction Database (ORD), a public repository of structured organic reaction records. The task is: describe an organic reaction: reactants, conditions, products, and yield Starting materials: C(C)(C)(C)OC(=O)N1CC2(C(CN(C2=O)C)C=2C=NC=CC2)CCC1 (2-Methyl-1-oxo-4-pyridin-3-yl-2,7-diaza-spiro[4.5]decane-7-carboxylic acid tert-butyl ester), C(=O)(C(F)(F)F)O (TFA). Run in C(Cl)Cl (DCM), C(Cl)Cl (DCM). Run at temperature 0 celsius, time 3 hour. The product is CN1C(C2(C(C1)C=1C=NC=CC1)CNCCC2)=O (2-Methyl-4-pyridin-3-yl-2,7-diaza-spiro[4.5]decan-1-one). RXN SMILES: C(OC([N:8]1[CH2:25][CH2:24][CH2:23][C:10]2([C:14](=[O:15])[N:13]([CH3:16])[CH2:12][CH:11]2[C:17]2[CH:18]=[N:19][CH:20]=[CH:21][CH:22]=2)[CH2:9]1)=O)(C)(C)C.C(O)(C(F)(F)F)=O>C(Cl)Cl>[CH3:16][N:13]1[CH2:12][CH:11]([C:17]2[CH:18]=[N:19][CH:20]=[CH:21][CH:22]=2)[C:10]2([CH2:23][CH2:24][CH2:25][NH:8][CH2:9]2)[C:14]1=[O:15]. Reported procedure: A solution of 2-Methyl-1-oxo-4-pyridin-3-yl-2,7-diaza-spiro[4.5]decane-7-carboxylic acid tert-butyl ester [from diastereomer 1] (200 mg, 0.58 mmol) in DCM (5 ml) was cooled with an ice bath and TFA (0.70 ml, 8.68 mmol) was added. The resulting solution was stirred for 3 h at 0° C. The reaction mixture was diluted with DCM (20 ml) and quenched at 0° C. with 2M NaOH solution (8 ml). The organic phase was separated, washed with brine (5 ml), dried (MgSO4) and concentrated in vacuo to afford the tit...